From a dataset of the Open Reaction Database (ORD), a public repository of structured organic reaction records. describe an organic reaction: reactants, conditions, products, and yield Reactants: CC(=O)O, Nc1n[nH]c2ncnc(Nc3cccc(Cl)c3)c12, O=Cc1ccc(-c2ccccc2)cc1. Product: Clc1cccc(Nc2ncnc3[nH]nc(NCc4ccc(-c5ccccc5)cc4)c23)c1. Reaction SMILES: [CH3:33][C:34](=[O:35])[OH:36].[NH2:1][c:2]1[n:3][nH:4][c:5]2[n:6][cH:7][n:8][c:9]([NH:11][c:12]3[cH:13][c:14]([Cl:18])[cH:15][cH:16][cH:17]3)[c:10]12.[c:19]1(-[c:27]2[cH:28][cH:29][cH:30][cH:31][cH:32]2)[cH:20][cH:21][c:22]([CH:25]=[O:26])[cH:23][cH:24]1>>[NH:1]([c:2]1[n:3][nH:4][c:5]2[n:6][cH:7][n:8][c:9]([NH:11][c:12]3[cH:13][c:14]([Cl:18])[cH:15][cH:16][cH:17]3)[c:10]12)[CH2:25][c:22]1[cH:21][cH:20][c:19](-[c:27]2[cH:28][cH:29][cH:30][cH:31][cH:32]2)[cH:24][cH:23]1.